From a dataset of the Open Reaction Database (ORD), a public repository of structured organic reaction records. describe an organic reaction: reactants, conditions, products, and yield The reactants are CC(=O)[O-], CO, Cl, C=CC(OCC(=O)c1ccccc1F)C(F)(F)F, NO, [Na+]. The product is C=CC(OCC(=NO)c1ccccc1F)C(F)(F)F. RXN SMILES: [CH3:23][C:24](=[O:25])[O-:26].[CH3:27][OH:28].[ClH:19].[F:1][c:2]1[c:3]([C:8]([CH2:9][O:10][CH:11]([C:12]([F:13])([F:14])[F:15])[CH:16]=[CH2:17])=[O:18])[cH:4][cH:5][cH:6][cH:7]1.[NH2:20][OH:21].[Na+:22]>>[F:1][c:2]1[c:3]([C:8]([CH2:9][O:10][CH:11]([C:12]([F:13])([F:14])[F:15])[CH:16]=[CH2:17])=[N:20][OH:21])[cH:4][cH:5][cH:6][cH:7]1. Reactants: diamine, [N+](=O)([O-])C1=CC=C(C(=O)NCCNC(C2=CC=C(C=C2)[N+](=O)[O-])=O)C=C1 (N,N'-bis(p-nitrobenzoyl)ethylenediamine), [H][H] (hydrogen), [H][H] (hydrogen). Reagents/catalysts: [Ni] (Raney nickel), [Ni] (Raney nickel). Solvent: CC(=O)N(C)C (dimethylacetamide). Run at temperature 85 celsius, time 3 hour. The product is NC1=CC=C(C(=O)NCCNC(C2=CC=C(C=C2)N)=O)C=C1 (N,N'-bis(p-aminobenzoyl)ethylenediamine). Reaction SMILES: [N+:1]([C:4]1[CH:26]=[CH:25][C:7]([C:8]([NH:10][CH2:11][CH2:12][NH:13][C:14](=[O:24])[C:15]2[CH:20]=[CH:19][C:18]([N+:21]([O-])=O)=[CH:17][CH:16]=2)=[O:9])=[CH:6][CH:5]=1)([O-])=O.[H][H]>[Ni].CC(N(C)C)=O>[NH2:1][C:4]1[CH:26]=[CH:25][C:7]([C:8]([NH:10][CH2:11][CH2:12][NH:13][C:14](=[O:24])[C:15]2[CH:20]=[CH:19][C:18]([NH2:21])=[CH:17][CH:16]=2)=[O:9])=[CH:6][CH:5]=1. Procedure details: In a 2 litre volume autoclave for high pressure, N,N'-bis(p-nitrobenzoyl)ethylenediamine (140 g; 0.39 mol), Raney nickel (5 g) and dimethylacetamide (700 ml) are charged, and the atmosphere in the reaction vessel is well replaced by hydrogen. Then, the contents are stirred at 70 to 100° C for about 3 hours while introducing hydrogen (90 kg/cm2) to effect hydrogenation of the nitro group. The reaction mixture is heated to dissolve the produced diamine, Raney nickel is removed off by filtration, a... Starting materials: [Br-], CC(C)(C)OC(=O)N1CCC(OCC(=O)Nc2ccc(-c3nc4cc(C#N)cc(C=O)c4o3)cc2)CC1, C1CCOC1, C[Mg+]. The product is CC(O)c1cc(C#N)cc2nc(-c3ccc(NC(=O)COC4CCN(C(=O)OC(C)(C)C)CC4)cc3)oc12. As a reaction SMILES: [Br-:38].[C:1](#[N:2])[c:3]1[cH:4][c:5]([CH:36]=[O:37])[c:6]2[c:7]([n:8][c:9](-[c:11]3[cH:12][cH:13][c:14]([NH:17][C:18]([CH2:19][O:20][CH:21]4[CH2:22][CH2:23][N:24]([C:27](=[O:28])[O:29][C:30]([CH3:31])([CH3:32])[CH3:33])[CH2:25][CH2:26]4)=[O:34])[cH:15][cH:16]3)[o:10]2)[cH:35]1.[CH2:41]1[O:42][CH2:43][CH2:44][CH2:45]1.[CH3:39][Mg+:40]>>[C:1](#[N:2])[c:3]1[cH:4][c:5]([CH:36]([OH:37])[CH3:39])[c:6]2[c:7]([n:8][c:9](-[c:11]3[cH:12][cH:13][c:14]([NH:17][C:18]([CH2:19][O:20][CH:21]4[CH2:22][CH2:23][N:24]([C:27](=[O:28])[O:29][C:30]([CH3:31])([CH3:32])[CH3:33])[CH2:25][CH2:26]4)=[O:34])[cH:15][cH:16]3)[o:10]2)[cH:35]1. Starting materials: COC1=C(C=C(C=C1)C1=CC=C(C=C1)C(C(F)(F)F)=O)CNC1CCC(CC1)N(C(OC(C)(C)C)=O)C (tert-Butyl (4-{[4-methoxy-4′-(2,2,2-trifluoro-acetyl)-biphenyl-3-ylmethyl]-amino}-cyclohexyl)-methyl-carbamate), ClC=1C2=C(SC1C(=O)Cl)C=CC=C2 (3-chlorobenzo-[b]thiophene-2-carbonyl chloride). Product: ClC=1C2=C(SC1C(=O)N(C1CCC(CC1)N(C(OC(C)(C)C)=O)C)CC=1C=C(C=CC1OC)C1=CC=C(C=C1)C(C(F)(F)F)=O)C=CC=C2 (tert-Butyl (4-{(3-chloro-benzo[b]thiophene-2-carbonyl)-[4-methoxy-4′-(2,2,2-trifluoro-acetyl)-biphenyl-3-ylmethyl]-amino}-cyclohexyl)-methyl-carbamate). RXN SMILES: [CH3:1][O:2][C:3]1[CH:8]=[CH:7][C:6]([C:9]2[CH:14]=[CH:13][C:12]([C:15](=[O:20])[C:16]([F:19])([F:18])[F:17])=[CH:11][CH:10]=2)=[CH:5][C:4]=1[CH2:21][NH:22][CH:23]1[CH2:28][CH2:27][CH:26]([N:29]([CH3:37])[C:30](=[O:36])[O:31][C:32]([CH3:35])([CH3:34])[CH3:33])[CH2:25][CH2:24]1.[Cl:38][C:39]1[C:40]2[CH:50]=[CH:49][CH:48]=[CH:47][C:41]=2[S:42][C:43]=1[C:44](Cl)=[O:45]>>[Cl:38][C:39]1[C:40]2[CH:50]=[CH:49][CH:48]=[CH:47][C:41]=2[S:42][C:43]=1[C:44]([N:22]([CH2:21][C:4]1[CH:5]=[C:6]([C:9]2[CH:14]=[CH:13][C:12]([C:15](=[O:20])[C:16]([F:19])([F:18])[F:17])=[CH:11][CH:10]=2)[CH:7]=[CH:8][C:3]=1[O:2][CH3:1])[CH:23]1[CH2:28][CH2:27][CH:26]([N:29]([CH3:37])[C:30](=[O:36])[O:31][C:32]([CH3:34])([CH3:33])[CH3:35])[CH2:25][CH2:24]1)=[O:45]. Procedure: Biaryl amine 16 (467 mg, 0.90 mmol) is treated with 3-chlorobenzo-[b]thiophene-2-carbonyl chloride (290 mg, 1.26 mmol) using Method D to give the title compound. The reactants are Cl (hydrochloric acid), O1C(=CC=C1)C=1OC(=C(N1)COC1=CC=C(C=N1)CN1N=C(C(=C1)CC(=O)OCC)C1=CC=CC=C1)C (ethyl [1-[6-[2-(2-furyl)-5-methyl-4-oxazolylmethoxy]-3-pyridylmethyl]-3-phenyl-1H-pyrazol-4-yl]acetate), [OH-].[Na+] (sodium hydroxide), O1CCCC1 (tetrahydrofuran). The solvent is C(C)O (ethanol). Run at time 2 hour. Yields the product O1C(=CC=C1)C=1OC(=C(N1)COC1=CC=C(C=N1)CN1N=C(C(=C1)CC(=O)O)C1=CC=CC=C1)C ([1-[6-[2-(2-furyl)-5-methyl-4-oxazolylmethoxy]-3-pyridylmethyl]-3-phenyl-1H-pyrazol-4-yl]acetic acid). Isolated yield 85.6%. RXN SMILES: [O:1]1[CH:5]=[CH:4][CH:3]=[C:2]1[C:6]1[O:7][C:8]([CH3:37])=[C:9]([CH2:11][O:12][C:13]2[N:18]=[CH:17][C:16]([CH2:19][N:20]3[CH:24]=[C:23]([CH2:25][C:26]([O:28]CC)=[O:27])[C:22]([C:31]4[CH:36]=[CH:35][CH:34]=[CH:33][CH:32]=4)=[N:21]3)=[CH:15][CH:14]=2)[N:10]=1.[OH-].[Na+].O1CCCC1.Cl>C(O)C>[O:1]1[CH:5]=[CH:4][CH:3]=[C:2]1[C:6]1[O:7][C:8]([CH3:37])=[C:9]([CH2:11][O:12][C:13]2[N:18]=[CH:17][C:16]([CH2:19][N:20]3[CH:24]=[C:23]([CH2:25][C:26]([OH:28])=[O:27])[C:22]([C:31]4[CH:32]=[CH:33][CH:34]=[CH:35][CH:36]=4)=[N:21]3)=[CH:15][CH:14]=2)[N:10]=1 |f:1.2|. Reported procedure: After a mixture of ethyl [1-[6-[2-(2-furyl)-5-methyl-4-oxazolylmethoxy]-3-pyridylmethyl]-3-phenyl-1H-pyrazol-4-yl]acetate (578 mg), 1N sodium hydroxide solution (3 ml), tetrahydrofuran (6 ml), and ethanol (6 ml) was stirred at room temperature for 2 hours, 1N hydrochloric acid (3 ml) was added to the mixture, and the mixture was extracted with ethyl acetate. The ethyl acetate layer was washed with saturated aqueous sodium chloride solution, dried (MgSO4), and concentrated. The resulting colorles... The reactants are O (water), C(C)(=O)OCC (ethyl acetate), ClC1=C(C=CC(=C1CCC)F)C(OC)OC (2-Chloro-1-(dimethoxymethyl)-4-fluoro-3-propylbenzene). The solvent is O1CCCC1 (tetrahydrofuran). Product: ClC1=C(C=O)C=CC(=C1CCC)F (2-chloro-4-fluoro-3-propylbenzaldehyde). Yield: 99.4%. RXN SMILES: [Cl:1][C:2]1[C:7]([CH2:8][CH2:9][CH3:10])=[C:6]([F:11])[CH:5]=[CH:4][C:3]=1[CH:12](OC)[O:13]C.O.C(OCC)(=O)C>O1CCCC1>[Cl:1][C:2]1[C:7]([CH2:8][CH2:9][CH3:10])=[C:6]([F:11])[CH:5]=[CH:4][C:3]=1[CH:12]=[O:13]. Procedure details: 2-Chloro-1-(dimethoxymethyl)-4-fluoro-3-propylbenzene (1.20 g) was dissolved in a mixed solvent of tetrahydrofuran (16 mL)-1 mol/L hydrochloric acid (8 ml), and the mixture was heated under reflux for 2 hr. To the reaction mixture were added water and ethyl acetate, and the mixture was extracted with ethyl acetate. The obtained extract was dried over anhydrous magnesium sulfate. The ethyl acetate solvent was concentrated under reduced pressure, and the obtained residue was purified by silica gel... Starting materials: N (ammonia), O=C(CC(=O)OCC)CCC (Ethyl 3-oxo-hexanoate), S(=O)(=O)([O-])[O-].[Mg+2] (magnesium sulfate). The solvent is C(C)OCC (diethyl ether). The product is NC(=CC(=O)OCC)CCC (ethyl 3-amino-hex-2-enoate). Yield: 76.0%. As a reaction SMILES: O=[C:2]([CH2:9][CH2:10][CH3:11])[CH2:3][C:4]([O:6][CH2:7][CH3:8])=[O:5].[NH3:12].S([O-])([O-])(=O)=O.[Mg+2]>C(OCC)C>[NH2:12][C:2]([CH2:9][CH2:10][CH3:11])=[CH:3][C:4]([O:6][CH2:7][CH3:8])=[O:5] |f:2.3|. Procedure: Ethyl 3-oxo-hexanoate (100 g, 0.63 mmol) was dissolved in 400 ml of diethyl ether and ammonia was bobbled through the solution for 8 hours. During the reaction magnesium sulfate was added in portions as a drying agent. When no starting material was detected on TLC, the mixture was filtered, and the solvent was evaporated to afford 75 g (76%) of ethyl 3-amino-hex-2-enoate as an oil. 1H--NMR (CDCl3, 200 MHz) δ: 0.95 (t, 3 H); 1.25 (t, 3 H); 1.58 (sextet, 2 H); 2.09 (t, 2 H); 4.11 (q, 2 H); 4.52 (s... Starting materials: C1(=CC=CC=C1)C1=CC=2C(=C3C=CN=CC3=CC2)N1 (2-phenyl-1H-pyrrolo[2,3-f]isoquinoline), O (water), [Cl-].[Al+3].[Cl-].[Cl-] (aluminum chloride), ClC(Cl)OC (dichloromethylmethylether). Run in C(Cl)Cl (DCM), [N+](=O)([O-])C (nitromethane). Run at time 8 hour. The product is C1(=CC=CC=C1)C1=C(C=2C(=C3C=CN=CC3=CC2)N1)C=O (2-Phenyl-1H-pyrrolo[2,3-f]isoquinoline-3-carbaldehyde). Yield: 51.0%. As a reaction SMILES: [C:1]1([C:7]2[NH:19][C:10]3=[C:11]4[C:16](=[CH:17][CH:18]=[C:9]3[CH:8]=2)[CH:15]=[N:14][CH:13]=[CH:12]4)[CH:6]=[CH:5][CH:4]=[CH:3][CH:2]=1.[Cl-].[Al+3].[Cl-].[Cl-].Cl[CH:25]([O:27]C)Cl.O>C(Cl)Cl.[N+](C)([O-])=O>[C:1]1([C:7]2[NH:19][C:10]3=[C:11]4[C:16](=[CH:17][CH:18]=[C:9]3[C:8]=2[CH:25]=[O:27])[CH:15]=[N:14][CH:13]=[CH:12]4)[CH:2]=[CH:3][CH:4]=[CH:5][CH:6]=1 |f:1.2.3.4|. Reported procedure: To a solution of 2-phenyl-1H-pyrrolo[2,3-f]isoquinoline XIXA (2.75 mmol) in DCM (13 mL) and nitromethane (13 mL), cooled to 0° C., aluminum chloride (8.25 mmol) and dichloromethylmethylether (5.5 mmol) were added dropwise. The mixture was kept at 4° C. overnight and poured dropwise into stirred ice-cooled water. The solid product was filtered and the layers were separated. The aqueous layer was extracted with DCM and AcOEt. The combined organic layers, washed with water, dried (Na2SO4) and conce... Starting materials: C(C)N1C=C(C(C2=CC(=C(C(=C12)F)N1CCN(CC1)S(=O)(=O)C1=CC=C(C=C1)NC(C)=O)F)=O)C(=O)O (1-ethyl-6,8-difluoro-1,4-dihydro-4-oxo-7-[4-(4-acetamidobenzenesulfonyl)-1-piperazinyl]-3-quinolinecarboxylic acid), Cl (hydrochloric acid). Run in C(C)O (ethanol). Yields the product C(C)N1C=C(C(C2=CC(=C(C(=C12)F)N1CCN(CC1)S(=O)(=O)C1=CC=C(C=C1)N)F)=O)C(=O)O (1-Ethyl-6,8-difluoro-1,4-dihydro-4-oxo-7-[4-(4-aminobenzenesulfonyl)-1-piperazinyl]-3-quinolinecarboxylic acid). Reaction SMILES: [CH2:1]([N:3]1[C:12]2[C:7](=[CH:8][C:9]([F:33])=[C:10]([N:14]3[CH2:19][CH2:18][N:17]([S:20]([C:23]4[CH:28]=[CH:27][C:26]([NH:29]C(=O)C)=[CH:25][CH:24]=4)(=[O:22])=[O:21])[CH2:16][CH2:15]3)[C:11]=2[F:13])[C:6](=[O:34])[C:5]([C:35]([OH:37])=[O:36])=[CH:4]1)[CH3:2].Cl>C(O)C>[CH2:1]([N:3]1[C:12]2[C:7](=[CH:8][C:9]([F:33])=[C:10]([N:14]3[CH2:19][CH2:18][N:17]([S:20]([C:23]4[CH:24]=[CH:25][C:26]([NH2:29])=[CH:27][CH:28]=4)(=[O:22])=[O:21])[CH2:16][CH2:15]3)[C:11]=2[F:13])[C:6](=[O:34])[C:5]([C:35]([OH:37])=[O:36])=[CH:4]1)[CH3:2]. Procedure details: A mixture of 2.15 g of 1-ethyl-6,8-difluoro-1,4-dihydro-4-oxo-7-[4-(4-acetamidobenzenesulfonyl)-1-piperazinyl]-3-quinolinecarboxylic acid obtained in Example 1, 100 ml of 2N hydrochloric acid and 50 ml of ethanol is refluxed for 2 hours while stirring. The reaction mixture is then concentrated under reduced pressure. To the residue is added 1N sodium hydroxide solution to dissolve. The pH of the solution is adjusted to 7.0 with acetic acid.